Dataset: the Open Reaction Database (ORD), a public repository of structured organic reaction records. Task: describe an organic reaction: reactants, conditions, products, and yield Reactants: CCCCN(C)C(=C[N+](=O)[O-])SC, CCO, [Na+], [Na+], O=P([O-])([O-])O, NCc1cccnc1. Yields the product CCCCN(C)C(=C[N+](=O)[O-])NCc1cccnc1. As a reaction SMILES: [CH2:1]([CH2:2][CH2:3][CH3:4])[N:5]([CH3:6])[C:7](=[CH:8][N+:9](=[O:10])[O-:11])[S:12][CH3:13].[CH3:29][CH2:30][OH:31].[Na+:27].[Na+:28].[P:22]([O-:23])([O-:24])([OH:25])=[O:26].[n:14]1[cH:15][c:16]([CH2:20][NH2:21])[cH:17][cH:18][cH:19]1>>[CH2:1]([CH2:2][CH2:3][CH3:4])[N:5]([CH3:6])[C:7](=[CH:8][N+:9](=[O:10])[O-:11])[NH:21][CH2:20][c:16]1[cH:15][n:14][cH:19][cH:18][cH:17]1. The reactants are Clc1ccc(-c2ccncc2)nn1, C1CCN(C2CCNCC2)CC1. Product: c1cc(-c2ccc(N3CCC(N4CCCCC4)CC3)nn2)ccn1. Reaction SMILES: [Cl:1][c:2]1[n:3][n:4][c:5](-[c:8]2[cH:9][cH:10][n:11][cH:12][cH:13]2)[cH:6][cH:7]1.[N:14]1([CH:20]2[CH2:21][CH2:22][NH:23][CH2:24][CH2:25]2)[CH2:15][CH2:16][CH2:17][CH2:18][CH2:19]1>>[c:2]1([N:23]2[CH2:22][CH2:21][CH:20]([N:14]3[CH2:15][CH2:16][CH2:17][CH2:18][CH2:19]3)[CH2:25][CH2:24]2)[n:3][n:4][c:5](-[c:8]2[cH:9][cH:10][n:11][cH:12][cH:13]2)[cH:6][cH:7]1. Reactants: COc1ccc(C2(CC=O)CC2)cc1, ClC(Cl)Cl, O=C1CCC(=O)N1Cl, O=C(O)C1CCCN1. The product is COc1ccc(C2(C(Cl)C=O)CC2)cc1. As a reaction SMILES: [CH3:9][O:10][c:11]1[cH:12][cH:13][c:14]([C:17]2([CH2:20][CH:21]=[O:22])[CH2:18][CH2:19]2)[cH:15][cH:16]1.[CH:31]([Cl:32])([Cl:33])[Cl:34].[Cl:23][N:24]1[C:25](=[O:26])[CH2:27][CH2:28][C:29]1=[O:30].[OH:1][C:2]([CH:3]1[NH:4][CH2:5][CH2:6][CH2:7]1)=[O:8]>>[CH3:9][O:10][c:11]1[cH:12][cH:13][c:14]([C:17]2([CH:20]([CH:21]=[O:22])[Cl:23])[CH2:18][CH2:19]2)[cH:15][cH:16]1. Reactants: BrC1=CC=C(C=O)O1 (5-bromofurfural), NN1C(C(NCC1)=O)=O (1-amino-2,3-dioxo-piperazine). Product: BrC1=CC=C(C=NN2C(C(NCC2)=O)=O)O1 (1-(5-bromofurfurylideneamino)-2,3-dioxo-piperazine). The solvent is C(C)(=O)O (acetic acid). Procedure details: 1.9 pts. by wt. of 5-bromofurfural, 1.3 pts. by wt. of 1-amino-2,3-dioxo-piperazine and 7 pts. by vol. of glacial acetic acid were warmed to 90° for 10 minutes and then left for 30 minutes at RT. The precipitate is filtered off, washed with 3 pts. by vol. of glacial acetic acid and recrystallised from dimethylformamide, with the addition of animal charcoal. 1.1 pts. by wt. (38.5%) of 1-(5-bromofurfurylideneamino)-2,3-dioxo-piperazine are obtained as yellowish crystals of decomp. pt. 220°. Conditions: time 30 minute. Yield: 38.5%. RXN SMILES: [Br:1][C:2]1[O:8][C:5]([CH:6]=O)=[CH:4][CH:3]=1.[NH2:9][N:10]1[CH2:15][CH2:14][NH:13][C:12](=[O:16])[C:11]1=[O:17]>C(O)(=O)C>[Br:1][C:2]1[O:8][C:5]([CH:6]=[N:9][N:10]2[CH2:15][CH2:14][NH:13][C:12](=[O:16])[C:11]2=[O:17])=[CH:4][CH:3]=1. The product is O=Cc1ccc2ncccc2c1. RXN SMILES: [CH3:15][CH2:16][CH2:17][CH2:18][CH3:19].[CH3:1][c:2]1[cH:3][c:4]2[cH:5][cH:6][cH:7][n:8][c:9]2[cH:10][cH:11]1.[CH3:20][CH2:21][O:22][C:23]([CH3:24])=[O:25].[CH3:26][OH:27].[Se:12](=[O:13])=[O:14]>>[CH:1]([c:2]1[cH:3][c:4]2[cH:5][cH:6][cH:7][n:8][c:9]2[cH:10][cH:11]1)=[O:13]. Starting materials: CCCCC, Cc1ccc2ncccc2c1, CCOC(C)=O, CO, O=[Se]=O. Reactants: FC1=CC=C(CNC(=O)C=2N=C3N(C(C2O)=O)CCC(C3)N(C)OC)C=C1 (N-(4-fluorobenzyl)-3-hydroxy-8-[methoxy(methyl)amino]-4-oxo-6,7,8,9-tetrahydro-4H-pyrido[1,2-a]pyrimidine-2-carboxamide). The reagents and catalysts are [Zn] (zinc), [Zn] (zinc). Solvent: C(C)(=O)O.O (acetic acid water). Product: FC1=CC=C(CNC(=O)C=2N=C3N(C(C2O)=O)CCC(C3)NC)C=C1 (N-(4-fluorobenzyl)-3-hydroxy-8-(methylamino)-4-oxo-6,7,8,9-tetrahydro-4H-pyrido[1,2-a]pyrimidine-2-carboxamide). Reaction SMILES: [F:1][C:2]1[CH:27]=[CH:26][C:5]([CH2:6][NH:7][C:8]([C:10]2[N:11]=[C:12]3[CH2:21][CH:20]([N:22](OC)[CH3:23])[CH2:19][CH2:18][N:13]3[C:14](=[O:17])[C:15]=2[OH:16])=[O:9])=[CH:4][CH:3]=1>C(O)(=O)C.O.[Zn]>[F:1][C:2]1[CH:3]=[CH:4][C:5]([CH2:6][NH:7][C:8]([C:10]2[N:11]=[C:12]3[CH2:21][CH:20]([NH:22][CH3:23])[CH2:19][CH2:18][N:13]3[C:14](=[O:17])[C:15]=2[OH:16])=[O:9])=[CH:26][CH:27]=1 |f:1.2|. Procedure details: To a solution of crude N-(4-fluorobenzyl)-3-hydroxy-8-[methoxy(methyl)amino]-4-oxo-6,7,8,9-tetrahydro-4H-pyrido[1,2-a]pyrimidine-2-carboxamide in acetic acid/water (2:1) was added zinc dust (300% in weight). The mixture was stirred at room temperature and after 1.5 h further zinc dust (300% in weight) was added. After 24 h zinc was filtered off and the filtrate was concentrated to dryness. The residue was dissolved in methanol and applied on a SCX resin cartridge. The cartridge was washed with w... Starting materials: C(CCCC)C1=CC=C(C=C1)O (4-pentylphenol), C([O-])([O-])=O.[K+].[K+] (potassium carbonate), C(C)C(=O)C (methyl ethyl ketone). Product: C(CCCC)C1=CC=C(OCC2OC2)C=C1 (2-(4-Pentylphenoxymethyl)oxirane). RXN SMILES: [CH2:1]([C:6]1[CH:11]=[CH:10][C:9]([OH:12])=[CH:8][CH:7]=1)[CH2:2][CH2:3][CH2:4][CH3:5].C(=O)([O-])[O-].[K+].[K+].[CH2:19]([C:21]([CH3:23])=[O:22])C>>[CH2:1]([C:6]1[CH:7]=[CH:8][C:9]([O:12][CH2:19][CH:21]2[CH2:23][O:22]2)=[CH:10][CH:11]=1)[CH2:2][CH2:3][CH2:4][CH3:5] |f:1.2.3|. Procedure details: A mixture of 44 g of 4-pentylphenol (Eastman Kodak), 50 ml of epichlolorohydrin, 120 g of potassium carbonate in 250 ml methyl ethyl ketone was refluxed for 12 hr. Residual after removal of solid and solvent was distilled through a Kugelrohr adaptor to give the title compound, bp 180°-195°/0.3 mmHg. The reactants are CC(=O)Nc1cc(CSc2ncccc2C(=O)Nc2cc(C)cc(C)c2)ccn1, ClCCl, CCOC(C)=O. Product: CC(=O)Nc1cc(CS(=O)c2ncccc2C(=O)Nc2cc(C)cc(C)c2)ccn1. Reaction SMILES: [C:1]([CH3:2])(=[O:3])[NH:4][c:5]1[n:6][cH:7][cH:8][c:9]([CH2:11][S:12][c:13]2[n:14][cH:15][cH:16][cH:17][c:18]2[C:19](=[O:20])[NH:21][c:22]2[cH:23][c:24]([CH3:29])[cH:25][c:26]([CH3:28])[cH:27]2)[cH:10]1.[CH2:36]([Cl:37])[Cl:38].[CH3:30][CH2:31][O:32][C:33](=[O:34])[CH3:35]>>[C:1]([CH3:2])(=[O:3])[NH:4][c:5]1[n:6][cH:7][cH:8][c:9]([CH2:11][S:12]([c:13]2[n:14][cH:15][cH:16][cH:17][c:18]2[C:19](=[O:20])[NH:21][c:22]2[cH:23][c:24]([CH3:29])[cH:25][c:26]([CH3:28])[cH:27]2)=[O:32])[cH:10]1. The reactants are C(C)OC(CC(CC(=O)OCC)(C=1SC=CC1)C#N)=O (3-cyano-3-(thiophen-2-yl)-pentanedioic acid diethyl ester), [BH4-].[Na+] (NaBH4). The reagents and catalysts are O.O.O.O.O.O.[Co](Cl)Cl (cobalt (II) chloride hexahydrate). The product is C(C)OC(CC1(CNC(C1)=O)C=1SC=CC1)=O ([3-(thiophen-2-yl)-5-oxo-pyrrolidin-3-yl]-acetic acid ethyl ester). Reaction SMILES: [CH2:1]([O:3][C:4](=[O:20])[CH2:5][C:6]([C:18]#[N:19])([C:13]1[S:14][CH:15]=[CH:16][CH:17]=1)[CH2:7][C:8](OCC)=[O:9])[CH3:2].[BH4-].[Na+]>O.O.O.O.O.O.[Co](Cl)Cl>[CH2:1]([O:3][C:4](=[O:20])[CH2:5][C:6]1([C:13]2[S:14][CH:15]=[CH:16][CH:17]=2)[CH2:7][C:8](=[O:9])[NH:19][CH2:18]1)[CH3:2] |f:1.2,3.4.5.6.7.8.9|. Procedure details: Prepare by the method of example 1.2 using 3-cyano-3-(thiophen-2-yl)-pentanedioic acid diethyl ester (28 mmol), cobalt (II) chloride hexahydrate (55.5 mmol), and NaBH4 (290 mmol). Chromatograph on silica gel to give the title compound.